From a dataset of the Open Reaction Database (ORD), a public repository of structured organic reaction records. describe an organic reaction: reactants, conditions, products, and yield Reactants: C12(CC3CC(CC(C1)C3)C2)C=2C=C(C=CC2OCCCO)C=2C=C3C=CC(=CC3=CC2)C(=O)OC (Methyl 6-[3-(1-adamantyl)-4-(3-hydroxypropyloxy)phenyl]-2-naphthoate), [OH-].[K+] (potassium hydroxide). Solvent: C(CCC)O (n-butanol). Conditions: temperature 100 celsius. Product: C12(CC3CC(CC(C1)C3)C2)C=2C=C(C=CC2OCCCO)C=2C=C3C=CC(=CC3=CC2)C(=O)O (6-[3-(1-Adamantyl)-4-(3-hydroxypropyloxy)phenyl]-2-naphthoic acid). Isolated yield 88.7%. RXN SMILES: [C:1]12([C:11]3[CH:12]=[C:13]([C:22]4[CH:23]=[C:24]5[C:29](=[CH:30][CH:31]=4)[CH:28]=[C:27]([C:32]([O:34]C)=[O:33])[CH:26]=[CH:25]5)[CH:14]=[CH:15][C:16]=3[O:17][CH2:18][CH2:19][CH2:20][OH:21])[CH2:10][CH:5]3[CH2:6][CH:7]([CH2:9][CH:3]([CH2:4]3)[CH2:2]1)[CH2:8]2.[OH-].[K+]>C(O)CCC>[C:1]12([C:11]3[CH:12]=[C:13]([C:22]4[CH:23]=[C:24]5[C:29](=[CH:30][CH:31]=4)[CH:28]=[C:27]([C:32]([OH:34])=[O:33])[CH:26]=[CH:25]5)[CH:14]=[CH:15][C:16]=3[O:17][CH2:18][CH2:19][CH2:20][OH:21])[CH2:10][CH:5]3[CH2:4][CH:3]([CH2:9][CH:7]([CH2:6]3)[CH2:8]1)[CH2:2]2 |f:1.2|. Procedure: 0.57 g (1.21 mmol) of the ester obtained in Example 7 in suspension in 30 ml of n-butanol is treated with 400 mg of potassium hydroxide. The reaction mixture is heated for 3 h at 100° C., then evaporated to dryness, and is taken up in 50 ml of water and washed with ether. The aqueous phase is acidified to pH=1 with concentrated HCl and extracted with 600 ml of ether. The organic phase is washed with water, dried over magnesium sulphate, filtered and evaporated to give 0.49 g (90%) of the expecte... Reactants: Cl.C12CN(CC(CC1)N2)C(C)=O (1-(3,8-Diaza-bicyclo[3.2.1]oct-3-yl)-ethanone hydrochloride), C(C)(C)(C)OC(=O)N1CCN(CC1)CC1=CC=C(C=C1)[C@H]1COC=2C(=NC=CC2)O1 (4-[(S)-4-(2,3-dihydro-[1,4]dioxino[2,3-b]pyridin-3-yl)-benzyl]-piperazine-1-carboxylic acid tert-butyl ester), N1(CCNCC1)CC#N (piperazin-1-yl-acetonitrile), C(C)(C)(C)OC(=O)N1CCN(CC1)CC#N (4-Cyanomethyl-piperazine-1-carboxylic acid tert-butyl ester). Yields the product O1C[C@@H](OC2=NC=CC=C21)C2=CC=C(CN1CCN(CC1)CC#N)C=C2 ({4-[(S)-4-(2,3-Dihydro-[1,4]dioxino[2,3-b]pyridin-3-yl)-benzyl]-piperazin-1-yl}-acetonitrile). As a reaction SMILES: C(OC([N:8]1[CH2:13][CH2:12][N:11]([CH2:14][C:15]2[CH:20]=[CH:19][C:18]([C@@H:21]3[O:30][C:25]4=[N:26][CH:27]=[CH:28][CH:29]=[C:24]4[O:23][CH2:22]3)=[CH:17][CH:16]=2)[CH2:10][CH2:9]1)=O)(C)(C)C.[N:31]1(CC#N)CCN[CH2:33][CH2:32]1.C(OC(N1CCN(CC#N)CC1)=O)(C)(C)C.Cl.C12NC(CC1)CN(C(=O)C)C2>>[O:23]1[C:24]2[C:25](=[N:26][CH:27]=[CH:28][CH:29]=2)[O:30][C@@H:21]([C:18]2[CH:19]=[CH:20][C:15]([CH2:14][N:11]3[CH2:12][CH2:13][N:8]([CH2:33][C:32]#[N:31])[CH2:9][CH2:10]3)=[CH:16][CH:17]=2)[CH2:22]1 |f:3.4|. Procedure: Compound 284 is synthesized from Intermediate C and piperazin-1-yl-acetonitrile (prepared from 4-Cyanomethyl-piperazine-1-carboxylic acid tert-butyl ester according to the procedure used to synthesize Intermediate U from U-1) according to General Method F. (LC/MS method 16: ES+ m/z 351.3 [M+H]+, Rt=2.68 min) Starting materials: C([O-])(O)=O.[K+] (potassium bicarbonate), solution, CN(CCCl)C (2-dimethylaminoethyl chloride), [I-].[K+] (potassium iodide), amine, COC1=C(C=CC=C1)C1C(C(NC2=C(C1)C(=CC=C2)C(F)(F)F)=O)CC=C (1,3,4,5-tetrahydro-4-(methoxyphenyl)-3-(2-propenyl)-6-(trifluoromethyl)-2H-1-benzazepin-2-one), C([O-])(O)=O.[K+] (potassium bicarbonate), CC(=O)CC (methylethyl ketone). Run in C1(=CC=CC=C1)C (toluene). The product is amine, CN(CCN1C([C@H]([C@H](CC2=C1C=CC=C2C(F)(F)F)C2=CC=C(C=C2)OC)CC=C)=O)C ((cis)-1-[2-(Dimethylamino)ethyl]-1,3,4,5-tetrahydro-4-(4-methoxyphenyl)-3-(2-propenyl)-6-(trifluoromethyl)2H-1-benzazepin-2-one). As a reaction SMILES: CO[C:3]1[CH:8]=[CH:7][CH:6]=[CH:5][C:4]=1[CH:9]1[CH2:15][C:14]2[C:16]([C:20]([F:23])([F:22])[F:21])=[CH:17][CH:18]=[CH:19][C:13]=2[NH:12][C:11](=O)[CH:10]1[CH2:25][CH:26]=[CH2:27].[C:28](=[O:31])(O)[O-].[K+].[I-].[K+].[CH3:35][N:36]([CH3:40])[CH2:37]CCl.C[C:42](CC)=[O:43]>C1(C)C=CC=CC=1>[CH3:35][N:36]([CH3:40])[CH2:37][CH2:11][N:12]1[C:13]2[CH:19]=[CH:18][CH:17]=[C:16]([C:20]([F:23])([F:21])[F:22])[C:14]=2[CH2:15][C@H:9]([C:4]2[CH:5]=[CH:6][C:7]([O:43][CH3:42])=[CH:8][CH:3]=2)[C@H:10]([CH2:25][CH:26]=[CH2:27])[C:28]1=[O:31] |f:1.2,3.4|. Procedure details: To 1,3,4,5-tetrahydro-4-(methoxyphenyl)-3-(2-propenyl)-6-(trifluoromethyl)-2H-1-benzazepin-2-one (3.40 g; 9.05 mmole), potassium bicarbonate (1.81 g; 18.1 mmole), and potassium iodide (catalytic amount) suspended in methylethyl ketone (55 ml) was added a 2.15M solution of 2-dimethylaminoethyl chloride (5.1 ml; 10.9 mmole) in toluene, with stirring. After refluxing for ~30 minutes, an additional 5.1 ml of the amine was added, and an additional 1.81 g of potassium bicarbonate was added after 1.5 h... Reactants: CCO, CCOC(=O)CCNC(=O)c1ccc(NC(c2oc3ccc(OCc4ccnc(F)c4)cc3c2C)C2CCCCC2)cc1, [Na+], [OH-]. The product is Cc1c(C(Nc2ccc(C(=O)NCCC(=O)O)cc2)C2CCCCC2)oc2ccc(OCc3ccnc(F)c3)cc12. RXN SMILES: [CH3:46][CH2:47][OH:48].[CH:1]1([CH:7]([c:8]2[o:9][c:10]3[c:11]([c:12]2[CH3:13])[cH:14][c:15]([O:18][CH2:19][c:20]2[cH:21][c:22]([F:26])[n:23][cH:24][cH:25]2)[cH:16][cH:17]3)[NH:27][c:28]2[cH:29][cH:30][c:31]([C:34](=[O:35])[NH:36][CH2:37][CH2:38][C:39](=[O:40])[O:41][CH2:42][CH3:43])[cH:32][cH:33]2)[CH2:2][CH2:3][CH2:4][CH2:5][CH2:6]1.[Na+:45].[OH-:44]>>[CH:1]1([CH:7]([c:8]2[o:9][c:10]3[c:11]([c:12]2[CH3:13])[cH:14][c:15]([O:18][CH2:19][c:20]2[cH:21][c:22]([F:26])[n:23][cH:24][cH:25]2)[cH:16][cH:17]3)[NH:27][c:28]2[cH:29][cH:30][c:31]([C:34](=[O:35])[NH:36][CH2:37][CH2:38][C:39](=[O:40])[OH:41])[cH:32][cH:33]2)[CH2:2][CH2:3][CH2:4][CH2:5][CH2:6]1. Starting materials: C(#C)C1=CC=C(C=C1)C(O)C1=CC=C(C=C1)F ((4-Ethynylphenyl)(4-fluorophenyl)methanol). Reagents/catalysts: O=[Mn]=O (MnO2). The solvent is O1CCOCC1 (dioxane). Product: C(#C)C1=CC=C(C=C1)C(=O)C1=CC=C(C=C1)F ((4-Ethynylphenyl)(4-fluorophenyl)methanone). Reaction SMILES: [C:1]([C:3]1[CH:8]=[CH:7][C:6]([CH:9]([C:11]2[CH:16]=[CH:15][C:14]([F:17])=[CH:13][CH:12]=2)[OH:10])=[CH:5][CH:4]=1)#[CH:2]>O1CCOCC1.O=[Mn]=O>[C:1]([C:3]1[CH:4]=[CH:5][C:6]([C:9]([C:11]2[CH:12]=[CH:13][C:14]([F:17])=[CH:15][CH:16]=2)=[O:10])=[CH:7][CH:8]=1)#[CH:2]. Reported procedure: The product of Step C was dissolved in anhydrous dioxane (20 ml) and to it MnO2 (0.5 g) was added. The suspension was stirred at reflux for 6 h and then filtered through Celite. The filtrate was distilled off and the residue was purified by FCC (SiO2) to give the product (0.18 g; 89%), as creamy paste. 1H-NMR (CDCl3) 3.24 (s, 1H); 7.15 (tr, 2H, J=8.73 Hz); 7.60 (d, 2H, J=6.69 Hz); 7.71 (d, 2H, J=6.58 Hz); 7.78-7.84 (m, 2H).